From a dataset of the Open Reaction Database (ORD), a public repository of structured organic reaction records. describe an organic reaction: reactants, conditions, products, and yield Starting materials: C(CC)(=O)OCC(CCOC1=CC=CC=C1)NC(CC)=O (2-(propionylamino)-4-phenoxy-1-butanol propionate), C(CC)I (propyliodide). Yields the product C(CC)OCC(CCOC1=CC=CC=C1)N(CCC)CCC (1-propoxy-N,N-dipropyl-4-phenoxy-2-butanamine). Reaction SMILES: [C:1]([O:5][CH2:6][CH:7]([NH:17][C:18](=O)[CH2:19][CH3:20])[CH2:8][CH2:9][O:10][C:11]1[CH:16]=[CH:15][CH:14]=[CH:13][CH:12]=1)(=O)[CH2:2][CH3:3].[CH2:22](I)[CH2:23][CH3:24]>>[CH2:1]([O:5][CH2:6][CH:7]([N:17]([CH2:22][CH2:23][CH3:24])[CH2:18][CH2:19][CH3:20])[CH2:8][CH2:9][O:10][C:11]1[CH:16]=[CH:15][CH:14]=[CH:13][CH:12]=1)[CH2:2][CH3:3]. Procedure: 2-(propionylamino)-4-phenoxy-1-butanol propionate, described in Example 5, with propyliodide, followed by reduction gives 1-propoxy-N,N-dipropyl-4-phenoxy-2-butanamine,